This data is from the Open Reaction Database (ORD), a public repository of structured organic reaction records. The task is: describe an organic reaction: reactants, conditions, products, and yield The reactants are C1(=CC=CC=C1)C(N1C=NCC(C1)C1=NC(=NO1)C)(C1=CC=CC=C1)C1=CC=CC=C1 (1-Triphenylmethyl-1,4,5,6-tetrahydro-5-(3-methyl-1,2,4-oxadiazol-5-yl)pyrimidine), FC(C(=O)O)(F)F (trifluoroacetic acid). Run at time 24 hour. Product: FC(C(=O)O)(F)F.CC1=NOC(=N1)C1CN=CNC1 (1,4,5,6-Tetrahydro-5-(3-methyl-1,2,4-oxadiazol-5-yl)pyrimidine trifluoroacetate). Yield: 62.0%. As a reaction SMILES: C1(C(C2C=CC=CC=2)(C2C=CC=CC=2)[N:8]2[CH2:13][CH:12]([C:14]3[O:18][N:17]=[C:16]([CH3:19])[N:15]=3)[CH2:11][N:10]=[CH:9]2)C=CC=CC=1.[F:32][C:33]([F:38])([F:37])[C:34]([OH:36])=[O:35]>>[F:32][C:33]([F:38])([F:37])[C:34]([OH:36])=[O:35].[CH3:19][C:16]1[N:15]=[C:14]([CH:12]2[CH2:13][NH:8][CH:9]=[N:10][CH2:11]2)[O:18][N:17]=1 |f:2.3|. Procedure details: 1-Triphenylmethyl-1,4,5,6-tetrahydro-5-(3-methyl-1,2,4-oxadiazol-5-yl)pyrimidine (254 mg, 0.6 mmol) is dissolved in trifluoroacetic acid (TFA) (1 mL) with stirring at room temperature for 24 hours. The dark solution is then evaporated in vacuo, and the residue recrystallized from methanol/ether to yield 105 mg (62%) white crystals, mp 120°-122° C. identified by 300 MHz nmr. Calculated: C 38.57, H 3.96, N 19.99; found: C 38.72, H 4.09, N 19.78. The reactants are [S-]C#N.[K+] (potassium thiocyanate), α-thionaphthoic acid amide, F (hydrofluoric acid), C1=CC=CC2=CC=CC=C12 (naphthalene). Run at time 2 day. Yields the product C1(=CC=CC2=CC=CC=C12)C#N (α-naphthonitrile). Reaction SMILES: [S-][C:2]#[N:3].[K+].F.[CH:6]1[C:15]2[C:10](=[CH:11][CH:12]=[CH:13][CH:14]=2)[CH:9]=[CH:8][CH:7]=1>>[C:14]1([C:2]#[N:3])[C:15]2[C:10](=[CH:9][CH:8]=[CH:7][CH:6]=2)[CH:11]=[CH:12][CH:13]=1 |f:0.1|. Procedure details: At a temperature and in the manner as described in Example 1, 39 g of potassium thiocyanate (0.4 mol) are introduced into 0.3 l of 98% hydrofluoric acid, 42 g of naphthalene (0.33 mol) are added and the mixture is agitated for 2 days at room temperature. After work-up, 54 g of crude α-thionaphthoic acid amide (0.32 mol) having a melting point of 119° C are obtained. A sample recrystallized from xylene has a melting point of 122° - 125° C. By alkaline splitting of the product, pure α-naphthonitri... Starting materials: C(C)OC(=O)C1(CCN(CC1)CCCC)S(=O)(=O)C1=CC=C(C=C1)OC (1-butyl-4-(4-methoxy-benzenesulfonyl)-piperidine-4-carboxylic acid ethyl ester). Run in CO (methanol), [OH-].[Na+] (NaOH). Yields the product C(CCC)N1CCC(CC1)(C(=O)O)S(=O)(=O)C1=CC=C(C=C1)OC (1-Butyl-4-(4-methoxy-benzenesulfonyl)-piperidine-4-carboxylic acid). RXN SMILES: C([O:3][C:4]([C:6]1([S:16]([C:19]2[CH:24]=[CH:23][C:22]([O:25][CH3:26])=[CH:21][CH:20]=2)(=[O:18])=[O:17])[CH2:11][CH2:10][N:9]([CH2:12][CH2:13][CH2:14][CH3:15])[CH2:8][CH2:7]1)=[O:5])C>CO.[OH-].[Na+]>[CH2:12]([N:9]1[CH2:8][CH2:7][C:6]([S:16]([C:19]2[CH:24]=[CH:23][C:22]([O:25][CH3:26])=[CH:21][CH:20]=2)(=[O:18])=[O:17])([C:4]([OH:5])=[O:3])[CH2:11][CH2:10]1)[CH2:13][CH2:14][CH3:15] |f:2.3|. Reported procedure: 1-Butyl-4-(4-methoxy-benzenesulfonyl)-piperidine-4-carboxylic acid was prepared starting from 1-butyl-4-(4-methoxy-benzenesulfonyl)-piperidine-4-carboxylic acid ethyl ester (6.42 g 16.8 mmol) dissolved in methanol (200 ml) and 10 N NaOH (20 ml). The resulting reaction mixture was worked up as outlined in example 83. Yield 1.6 g (27%); white powder; mp 206 ° C.; MS: 356.4 (M+H)+. Reactants: COC=1C=C(/C=C/[N+](=O)[O-])C=C(C1OC)OC (trans-3,4,5-trimethoxy-β-nitrostyrene), [H-].[Al+3].[Li+].[H-].[H-].[H-] (lithium aluminum hydride), C([O-])([O-])=O.[K+].[K+] (potassium carbonate), [OH-].[Na+] (sodium hydroxide). The solvent is O1CCCC1 (tetrahydrofuran), O1CCCC1 (tetrahydrofuran), O (water), O (water). Yields the product COC=1C=C(CCN)C=C(C1OC)OC (3,4,5-trimethoxyphenethyl-amine). As a reaction SMILES: [CH3:1][O:2][C:3]1[CH:4]=[C:5]([CH:11]=[C:12]([O:16][CH3:17])[C:13]=1[O:14][CH3:15])/[CH:6]=[CH:7]/[N+:8]([O-])=O.[H-].[Al+3].[Li+].[H-].[H-].[H-].[OH-].[Na+].C(=O)([O-])[O-].[K+].[K+]>O1CCCC1.O>[CH3:17][O:16][C:12]1[CH:11]=[C:5]([CH:4]=[C:3]([O:2][CH3:1])[C:13]=1[O:14][CH3:15])[CH2:6][CH2:7][NH2:8] |f:1.2.3.4.5.6,7.8,9.10.11|. Procedure details: A solution of trans-3,4,5-trimethoxy-β-nitrostyrene (4.78 g, 20 mmol) in tetrahydrofuran (20 ml) was dropwise added to a suspension of lithium aluminum hydride (1.52 g) in tetrahydrofuran (20 ml) under ice-cooling and stirring. After stirring at room temperature for 3 hours, water (1.5 ml), 15% aqueous sodium hydroxide solution (1.5 ml), and water (4.5 ml) were sequentially added dropwise to the reaction mixture under ice-cooling and stirring. A small amount of potassium carbonate was added and ...